describe an organic reaction: reactants, conditions, products, and yield From a dataset of the Open Reaction Database (ORD), a public repository of structured organic reaction records. As a reaction SMILES: [C:26](=[O:27])([O-:28])[O-:29].[CH2:19]([CH2:20][CH3:21])[NH:22][CH2:23][CH2:24][CH3:25].[CH2:1]([c:2]1[cH:3][cH:4][cH:5][cH:6][cH:7]1)[O:8][c:9]1[cH:10][cH:11][c:12]([CH2:15][CH2:16][CH2:17][I:18])[cH:13][cH:14]1.[K+:30].[K+:31].[O:32]=[CH:33][N:34]([CH3:35])[CH3:36].[OH2:37]>>[CH2:1]([c:2]1[cH:3][cH:4][cH:5][cH:6][cH:7]1)[O:8][c:9]1[cH:10][cH:11][c:12]([CH2:15][CH2:16][CH2:17][N:22]([CH2:19][CH2:20][CH3:21])[CH2:23][CH2:24][CH3:25])[cH:13][cH:14]1. Yields the product CCCN(CCC)CCCc1ccc(OCc2ccccc2)cc1. Reactants: O=C([O-])[O-], CCCNCCC, ICCCc1ccc(OCc2ccccc2)cc1, [K+], [K+], CN(C)C=O, O. Starting materials: COC(=O)c1ccc(OCc2ccc3ccccc3n2)nc1, CO, [Na+], [OH-]. RXN SMILES: [CH3:1][O:2][C:3]([c:4]1[cH:5][n:6][c:7]([O:10][CH2:11][c:12]2[n:13][c:14]3[cH:15][cH:16][cH:17][cH:18][c:19]3[cH:20][cH:21]2)[cH:8][cH:9]1)=[O:22].[CH3:25][OH:26].[Na+:24].[OH-:23]>>[O:2]=[C:3]([c:4]1[cH:5][n:6][c:7]([O:10][CH2:11][c:12]2[n:13][c:14]3[cH:15][cH:16][cH:17][cH:18][c:19]3[cH:20][cH:21]2)[cH:8][cH:9]1)[OH:22]. The product is O=C(O)c1ccc(OCc2ccc3ccccc3n2)nc1. Product: CC(C#CC1=CC=C(CBr)C=C1)(C)C (4-(3,3-Dimethyl-1-butynyl)benzylbromide). RXN SMILES: [CH3:1][C:2]([CH3:13])([CH3:12])[C:3]#[C:4][C:5]1[CH:10]=[CH:9][C:8]([CH3:11])=[CH:7][CH:6]=1.[Br:14]N1C(=O)CCC1=O.C(OOC(=O)C1C=CC=CC=1)(=O)C1C=CC=CC=1.CCCCCC>C(Cl)(Cl)(Cl)Cl>[CH3:1][C:2]([CH3:13])([CH3:12])[C:3]#[C:4][C:5]1[CH:6]=[CH:7][C:8]([CH2:11][Br:14])=[CH:9][CH:10]=1. Starting materials: CCCCCC (hexane), CC(C#CC1=CC=C(C=C1)C)(C)C (4-(3,3-Dimethyl-1-butynyl)toluene), BrN1C(CCC1=O)=O (N-bromosuccinimide), C(C1=CC=CC=C1)(=O)OOC(C1=CC=CC=C1)=O (dibenzoylperoxide). Reported procedure: 3.35 g of 4-(3,3-Dimethyl-1-butynyl)toluene, 3.47 g of N-bromosuccinimide and 100 mg of dibenzoylperoxide in 50 ml of carbon tetrachloride are refluxed for 8 hours. The mixture is filtered and the solvent removed under vacuum. The pure product is obtained as an oil following chromatography over silica gel using hexane as an eluant. Solvent: C(Cl)(Cl)(Cl)Cl (carbon tetrachloride).